Dataset: the Open Reaction Database (ORD), a public repository of structured organic reaction records. Task: describe an organic reaction: reactants, conditions, products, and yield Reactants: C(C=C)C=1SC=CC1 (2-Allylthiophene), Cl[SiH](Cl)Cl (trichlorosilane). Reagents/catalysts: [Pt] (Platinum). Solvent: C1(=CC=CC=C1)C (toluene). Conditions: temperature 60 celsius. Product: Cl[Si](CCCC=1SC=CC1)(Cl)Cl (2-(3-trichlorosilylpropyl)thiophene). Reaction SMILES: [CH2:1]([C:4]1[S:5][CH:6]=[CH:7][CH:8]=1)[CH:2]=[CH2:3].[Cl:9][SiH:10]([Cl:12])[Cl:11]>[Pt].C1(C)C=CC=CC=1>[Cl:9][Si:10]([Cl:12])([Cl:11])[CH2:3][CH2:2][CH2:1][C:4]1[S:5][CH:6]=[CH:7][CH:8]=1. Procedure details: 2-Allylthiophene (25 g), 13 g of anhydrous toluene (13 g), and 250 mg of Platinum Catalyst were combined under nitrogen in a three-neck flask equipped with a reflux condenser and a dropping funnel. Then, 30 g of trichlorosilane was added drop-wise to the mixture. Upon completion of the addition, the mixture was heated to 60° C. and maintained at that temperature for 2 h. Then, the mixture was distilled at 150° C. and 0.02 ton to give 2-(3-trichlorosilylpropyl)thiophene as a colorless liquid: 1H ... The reactants are CCOC(=O)c1cnc(C(C)(C)C)nc1Cl, c1ccc(P(c2ccccc2)(c2ccccc2)[Pd](P(c2ccccc2)(c2ccccc2)c2ccccc2)(P(c2ccccc2)(c2ccccc2)c2ccccc2)P(c2ccccc2)(c2ccccc2)c2ccccc2)cc1, OB(O)c1cccnc1. Reaction SMILES: [C:1]([CH3:2])([CH3:3])([CH3:4])[c:5]1[n:6][cH:7][c:8]([C:12](=[O:13])[O:14][CH2:15][CH3:16])[c:9]([Cl:11])[n:10]1.[cH:26]1[cH:27][cH:28][c:29]([P:30]([Pd:31]([P:32]([c:33]2[cH:34][cH:35][cH:36][cH:37][cH:38]2)([c:39]2[cH:40][cH:41][cH:42][cH:43][cH:44]2)[c:45]2[cH:46][cH:47][cH:48][cH:49][cH:50]2)([P:51]([c:52]2[cH:53][cH:54][cH:55][cH:56][cH:57]2)([c:58]2[cH:59][cH:60][cH:61][cH:62][cH:63]2)[c:64]2[cH:65][cH:66][cH:67][cH:68][cH:69]2)[P:70]([c:71]2[cH:72][cH:73][cH:74][cH:75][cH:76]2)([c:77]2[cH:78][cH:79][cH:80][cH:81][cH:82]2)[c:83]2[cH:84][cH:85][cH:86][cH:87][cH:88]2)([c:89]2[cH:90][cH:91][cH:92][cH:93][cH:94]2)[c:95]2[cH:96][cH:97][cH:98][cH:99][cH:100]2)[cH:101][cH:102]1.[n:17]1[cH:18][c:19]([B:23]([OH:24])[OH:25])[cH:20][cH:21][cH:22]1>>[C:1]([CH3:2])([CH3:3])([CH3:4])[c:5]1[n:6][cH:7][c:8]([C:12](=[O:13])[O:14][CH2:15][CH3:16])[c:9](-[c:19]2[cH:18][n:17][cH:22][cH:21][cH:20]2)[n:10]1. Product: CCOC(=O)c1cnc(C(C)(C)C)nc1-c1cccnc1. The reactants are COC(=O)C(Cc1ccc(OCCNC(=O)c2ccc(-c3ccccn3)cc2)cc1)OCc1ccccc1, [Na+], [OH-]. Product: O=C(NCCOc1ccc(CC(OCc2ccccc2)C(=O)O)cc1)c1ccc(-c2ccccn2)cc1. Reaction SMILES: [CH2:1]([c:2]1[cH:3][cH:4][cH:5][cH:6][cH:7]1)[O:8][CH:9]([C:10](=[O:11])[O:12][CH3:13])[CH2:14][c:15]1[cH:16][cH:17][c:18]([O:21][CH2:22][CH2:23][NH:24][C:25]([c:26]2[cH:27][cH:28][c:29](-[c:32]3[n:33][cH:34][cH:35][cH:36][cH:37]3)[cH:30][cH:31]2)=[O:38])[cH:19][cH:20]1.[Na+:40].[OH-:39]>>[CH2:1]([c:2]1[cH:3][cH:4][cH:5][cH:6][cH:7]1)[O:8][CH:9]([C:10](=[O:11])[OH:12])[CH2:14][c:15]1[cH:16][cH:17][c:18]([O:21][CH2:22][CH2:23][NH:24][C:25]([c:26]2[cH:27][cH:28][c:29](-[c:32]3[n:33][cH:34][cH:35][cH:36][cH:37]3)[cH:30][cH:31]2)=[O:38])[cH:19][cH:20]1. Starting materials: C(C)(C)(C)[Li] (tert-Butyl lithium), IC1(CC1)C[C@H]1OC(OC1)(C)C ((R)-4-((1-iodocyclopropyl)methyl)-2,2-dimethyl-1,3-dioxolane), CCOCC (ether), S(=O)(Cl)Cl (thionyl chloride), CCOCC (ether). Run at temperature -78 celsius, time 30 minute. Yields the product CC1(OC[C@H](O1)CC1(CC1)S(=O)(=O)Cl)C ((R)-1-((2,2-dimethyl-1,3-dioxolan-4-yl)methyl)cyclopropane-1-sulfonyl chloride). The yield is 57.0%. RXN SMILES: C([Li])(C)(C)C.I[C:7]1([CH2:10][C@@H:11]2[CH2:15][O:14][C:13]([CH3:17])([CH3:16])[O:12]2)[CH2:9][CH2:8]1.[S:18]([Cl:21])(Cl)=[O:19].CC[O:24]CC>>[CH3:16][C:13]1([CH3:17])[O:12][C@H:11]([CH2:10][C:7]2([S:18]([Cl:21])(=[O:19])=[O:24])[CH2:9][CH2:8]2)[CH2:15][O:14]1. Procedure details: tert-Butyl lithium (0.2 mL, 0.34 mmol, 1.7M) was added to a solution of (R)-4-(1-iodocyclopropyl)methyl)-2,2-dimethyl-1,3-dioxolane (step G, 45 mg, 0.16 mmol) in ether (1 mL) at −78° C. and the mixture stirred at −78° C. for 30 mins. A solution of thionyl chloride (26 μL) in ether (0.5 mL) was then added. The resulting orange solution was warmed to room temperature and concentrated under reduced pressure. The residue was dissolved in chloroform, filtered and dried under reduced pressure to affor... Reactants: C1(=CC=CC=C1)C(=O)CC1=CC=CC=C1 (desoxybenzoin), BrCCCCl (3-bromo-1-chloropropane). Yields the product C1(=CC=CC=C1)C=1OCCCC1C1=CC=CC=C1 (2,3-diphenyl-4,5-dihydro-6H-pyran). RXN SMILES: [C:1]1([C:7]([CH2:9][C:10]2[CH:15]=[CH:14][CH:13]=[CH:12][CH:11]=2)=[O:8])[CH:6]=[CH:5][CH:4]=[CH:3][CH:2]=1.Br[CH2:17][CH2:18][CH2:19]Cl>>[C:1]1([C:7]2[O:8][CH2:17][CH2:18][CH2:19][C:9]=2[C:10]2[CH:11]=[CH:12][CH:13]=[CH:14][CH:15]=2)[CH:2]=[CH:3][CH:4]=[CH:5][CH:6]=1. Procedure: In the first stage 19.6 g of desoxybenzoin is alkylated with 15.8 g of 3-bromo-1-chloropropane according to the procedure described in method 1 except that the reaction is carried out at room temperature. Isolation gives an intermediate, 2,3-diphenyl-4,5-dihydro-6H-pyran in quantitative yield, but the product contains about 10% of noncyclic O-alkylation product. The m.p. of a sample which has been chromatographically purified and recrystallized from methanol is 119°-22° C. Starting materials: [Na+], [OH-], O=S(=O)(O)OCC1Cc2ccccc2N1, S=C=S. Yields the product S=C1SCC2Cc3ccccc3N12. RXN SMILES: [Na+:20].[OH-:19].[OH:4][S:5]([O:6][CH2:9][CH:10]1[NH:11][c:12]2[cH:13][cH:14][cH:15][cH:16][c:17]2[CH2:18]1)(=[O:7])=[O:8].[S:1]=[C:2]=[S:3]>>[S:1]1[C:2](=[S:3])[N:11]2[CH:10]([CH2:9]1)[CH2:18][c:17]1[c:12]2[cH:13][cH:14][cH:15][cH:16]1. The reactants are CC=1N=CSC1CCO (4-methyl-5-thiazole-ethanol), C[Si](C)(C)[N-][Si](C)(C)C.[Li+] (lithium bis(trimethylsilyl)amide), C1(CC1)NC(=O)C1=C(C=2C(=NC(=C(C2C)Cl)S(=O)C)S1)N (3-amino-5-chloro-6-methanesulfinyl-4-methyl-thieno[2,3-b]pyridine-2-carboxylic acid cyclopropylamide). Solvent: C1CCOC1 (THF). Run at time 15 minute. Product: C1(CC1)NC(=O)C1=C(C=2C(=NC(=C(C2C)Cl)OCCC2=C(N=CS2)C)S1)N (3-Amino-5-chloro-4-methyl-6-[2-(4-methyl-thiazol-5-yl)-ethoxy]-thieno[2,3-b]pyridine-2-carboxylic acid cyclopropylamide). Isolated yield 25.5%. As a reaction SMILES: [CH3:1][C:2]1[N:3]=[CH:4][S:5][C:6]=1[CH2:7][CH2:8][OH:9].C[Si]([N-][Si](C)(C)C)(C)C.[Li+].[CH:20]1([NH:23][C:24]([C:26]2[S:39][C:29]3=[N:30][C:31](S(C)=O)=[C:32]([Cl:35])[C:33]([CH3:34])=[C:28]3[C:27]=2[NH2:40])=[O:25])[CH2:22][CH2:21]1>C1COCC1>[CH:20]1([NH:23][C:24]([C:26]2[S:39][C:29]3=[N:30][C:31]([O:9][CH2:8][CH2:7][C:6]4[S:5][CH:4]=[N:3][C:2]=4[CH3:1])=[C:32]([Cl:35])[C:33]([CH3:34])=[C:28]3[C:27]=2[NH2:40])=[O:25])[CH2:22][CH2:21]1 |f:1.2|. Procedure details: To a solution of 4-methyl-5-thiazole-ethanol (0.375 g, 2.62 mmol) in THF (1 ml) at room temperature is added dropwise a solution of lithium bis(trimethylsilyl)amide (11.0M in hexanes)(1.74 ml, 1.74 mmol). The reaction mixture is stirred for 15 minutes and then is treated with 3-amino-5-chloro-6-methanesulfinyl-4-methyl-thieno[2,3-b]pyridine-2-carboxylic acid cyclopropylamide (0.300 g, 0.872 mmol). The reaction mixture is stirred at room temperature for 18 hours, then quenched by the addition of ...